This data is from the Open Reaction Database (ORD), a public repository of structured organic reaction records. The task is: describe an organic reaction: reactants, conditions, products, and yield Starting materials: OC1=CC(N(C(=C1)C)C1=CC=C(O1)C(=O)OC)=O (methyl 5-(4-hydroxy-6-methyl-2-oxopyridin-1(2H)-yl)-2-furoate), BrN1C(CCC1=O)=O (N-bromosuccinimide), C(=O)([O-])[O-].[K+].[K+] (K2CO3), FC1=C(CBr)C=CC(=C1)F (2,4 difluorobenzyl bromide). Run in CN(C)C=O (DMF), CN(C)C=O (DMF). Reaction conditions: time 1 hour. Yields the product BrC=1C(N(C(=CC1OCC1=C(C=C(C=C1)F)F)C)C1=CC=C(O1)C(=O)OC)=O (methyl 5-[3-bromo-4-[(2,4-difluorobenzyl)oxy]-6-methyl-2-oxopyridin-1(2H)-yl]-2-furoate). RXN SMILES: [OH:1][C:2]1[CH:7]=[C:6]([CH3:8])[N:5]([C:9]2[O:13][C:12]([C:14]([O:16][CH3:17])=[O:15])=[CH:11][CH:10]=2)[C:4](=[O:18])[CH:3]=1.[Br:19]N1C(=O)CCC1=O.C([O-])([O-])=O.[K+].[K+].[F:33][C:34]1[CH:41]=[C:40]([F:42])[CH:39]=[CH:38][C:35]=1[CH2:36]Br>CN(C=O)C>[Br:19][C:3]1[C:4](=[O:18])[N:5]([C:9]2[O:13][C:12]([C:14]([O:16][CH3:17])=[O:15])=[CH:11][CH:10]=2)[C:6]([CH3:8])=[CH:7][C:2]=1[O:1][CH2:36][C:35]1[CH:38]=[CH:39][C:40]([F:42])=[CH:41][C:34]=1[F:33] |f:2.3.4|. Procedure: To a room temperature solution of methyl 5-(4-hydroxy-6-methyl-2-oxopyridin-1(2H)-yl)-2-furoate (step 1) (3.19 g, 12.8 mmol) in DMF (14 mL) was added portion-wise solid N-bromosuccinimide (2.29 g, 12.9 mmol). The reaction was stirred vigorously for 1.0 h, followed by the sequential addition of K2CO3 (1.88 g, 13.6 mmol), DMF (4.0 mL), and 2,4 difluorobenzyl bromide (2.00 mL, 15.55 mmol). The resulting suspension was stirred for 9.0 hours until complete formation of desired product was seen by LCM...